This data is from the Open Reaction Database (ORD), a public repository of structured organic reaction records. The task is: describe an organic reaction: reactants, conditions, products, and yield Reactants: C(CCC(=O)[O-])(=O)[O-].[NH4+].[NH4+] (ammonium succinate), S(=O)(=O)([O-])[O-].[NH4+].[NH4+] (ammonium sulfate). Solvent: O (water). Yields the product C(CCC(=O)[O-])(=O)[O-].[NH4+].[NH4+] (ammonium succinate), C(CCC(=O)O)(=O)O (succinic acid). RXN SMILES: [C:1]([O-:8])(=[O:7])[CH2:2][CH2:3][C:4]([O-:6])=[O:5].[NH4+:9].[NH4+].S([O-])([O-])(=O)=O.[NH4+].[NH4+]>O>[C:1]([O-:8])(=[O:7])[CH2:2][CH2:3][C:4]([O-:6])=[O:5].[NH4+:9].[NH4+:9].[C:1]([OH:8])(=[O:7])[CH2:2][CH2:3][C:4]([OH:6])=[O:5] |f:0.1.2,3.4.5,7.8.9|. Procedure: Operations involving Streams 3, 4, 5, 11, 12, 13 and 15 in FIGS. 1 and 2 were simulated based on the data collected in Experiments I, II and III. From Experiment I, a pH value of 1.6 was chosen as the target pH for the crystallization of succinic acid. From Experiment II, 80% w/w methanol solution was chosen as the target methanol-water ratio for the crystallization of sulfates. Using the results of Experiment III, the initial concentration of ammonium succinate was chosen such that there would ... Reactants: CC(=O)c1cc(N2CCN(c3cnccc3C)C2=O)ccc1F, Cl, NO, c1ccncc1. Yields the product CC(=NO)c1cc(N2CCN(c3cnccc3C)C2=O)ccc1F. Reaction SMILES: [C:4]([CH3:5])(=[O:6])[c:7]1[cH:8][c:9]([N:14]2[C:15](=[O:26])[N:16]([c:19]3[cH:20][n:21][cH:22][cH:23][c:24]3[CH3:25])[CH2:17][CH2:18]2)[cH:10][cH:11][c:12]1[F:13].[ClH:1].[NH2:2][OH:3].[cH:27]1[cH:28][cH:29][n:30][cH:31][cH:32]1>>[N:2]([OH:3])=[C:4]([CH3:5])[c:7]1[cH:8][c:9]([N:14]2[C:15](=[O:26])[N:16]([c:19]3[cH:20][n:21][cH:22][cH:23][c:24]3[CH3:25])[CH2:17][CH2:18]2)[cH:10][cH:11][c:12]1[F:13]. The reactants are FC1=C(C=C(C=C1F)F)C#CCN1C[C@@H]([C@@H](CC1)CCC(C1=CC=NC2=CC=C(C=C12)OC)=NO)C(=O)OC (methyl (3R,4R)-1-[3-(2,3,5-trifluorophenyl)prop-2-ynyl]-4-[3-hydroxyimino-3-(6-methoxyquinolin-4-yl)propyl]piperidine-3-carboxylate), [BH4-].[Na+] (sodium borohydride). Reagents/catalysts: [Mo]=O (molybdenum oxide). The solvent is CO (methanol). Conditions: time 5 hour. The product is FC1=C(C=C(C=C1F)F)C#CCN1C[C@@H]([C@@H](CC1)CCC(C1=CC=NC2=CC=C(C=C12)OC)N)C(=O)OC (methyl (3R,4R)-1-[3-(2,3,5-trifluorophenyl)prop-2-ynyl]-4-[3-(R,S)-amino-3-(6-methoxyquinolin-4-yl)propyl]piperidine-3-carboxylate). Yield: 45.1%. As a reaction SMILES: [BH4-].[Na+].[F:3][C:4]1[C:9]([F:10])=[CH:8][C:7]([F:11])=[CH:6][C:5]=1[C:12]#[C:13][CH2:14][N:15]1[CH2:20][CH2:19][C@@H:18]([CH2:21][CH2:22][C:23](=[N:36]O)[C:24]2[C:33]3[C:28](=[CH:29][CH:30]=[C:31]([O:34][CH3:35])[CH:32]=3)[N:27]=[CH:26][CH:25]=2)[C@@H:17]([C:38]([O:40][CH3:41])=[O:39])[CH2:16]1>CO.[Mo]=O>[F:3][C:4]1[C:9]([F:10])=[CH:8][C:7]([F:11])=[CH:6][C:5]=1[C:12]#[C:13][CH2:14][N:15]1[CH2:20][CH2:19][C@@H:18]([CH2:21][CH2:22][CH:23]([NH2:36])[C:24]2[C:33]3[C:28](=[CH:29][CH:30]=[C:31]([O:34][CH3:35])[CH:32]=3)[N:27]=[CH:26][CH:25]=2)[C@@H:17]([C:38]([O:40][CH3:41])=[O:39])[CH2:16]1 |f:0.1|. Procedure: 1.44 g of sodium borohydride and 0.77 g of molybdenum oxide are added with stirring and under an inert atmosphere, at a temperature in the region of −5° C., to a solution of 2.05 g of methyl (3R,4R)-1-[3-(2,3,5-trifluorophenyl)prop-2-ynyl]-4-[3-hydroxyimino-3-(6-methoxyquinolin-4-yl)propyl]piperidine-3-carboxylate in 100 cm3 of methanol. After 5 hours at a temperature in the region of 20° C., the mixture is concentrated under reduced pressure (5 kPa) at a temperature in the region of 40° C. The ... Reactants: ClC1=C(C(=NC=2N1N=C(C2)C2=CC(=CC=C2)Cl)C)C(C(=O)OC)O (methyl 2-(7-chloro-2-(3-chlorophenyl)-5-methylpyrazolo[1,5-a]pyrimidin-6-yl)-2-hydroxyacetate), C(C)(=O)OC(C)(C)C (tert-butyl acetate), Cl(=O)(=O)(=O)O (perchloric acid). Solvent: C(Cl)Cl (CH2Cl2). Conditions: time 5 hour. Yields the product C(C)(C)(C)OC(C(=O)OC)C=1C(=NC=2N(C1Cl)N=C(C2)C2=CC(=CC=C2)Cl)C (Methyl 2-(tert-butoxy)-2-(7-chloro-2-(3-chlorophenyl)-5-methylpyrazolo[1,5-a]pyrimidin-6-yl)acetate). The yield is 0.1%. RXN SMILES: [Cl:1][C:2]1[N:7]2[N:8]=[C:9]([C:11]3[CH:16]=[CH:15][CH:14]=[C:13]([Cl:17])[CH:12]=3)[CH:10]=[C:6]2[N:5]=[C:4]([CH3:18])[C:3]=1[CH:19]([OH:24])[C:20]([O:22][CH3:23])=[O:21].C(O[C:29]([CH3:32])([CH3:31])[CH3:30])(=O)C.Cl(O)(=O)(=O)=O>C(Cl)Cl>[C:29]([O:24][CH:19]([C:3]1[C:4]([CH3:18])=[N:5][C:6]2[N:7]([N:8]=[C:9]([C:11]3[CH:16]=[CH:15][CH:14]=[C:13]([Cl:17])[CH:12]=3)[CH:10]=2)[C:2]=1[Cl:1])[C:20]([O:22][CH3:23])=[O:21])([CH3:32])([CH3:31])[CH3:30]. Reported procedure: To a suspension of methyl 2-(7-chloro-2-(3-chlorophenyl)-5-methylpyrazolo[1,5-a]pyrimidin-6-yl)-2-hydroxyacetate (3550 mg, 9.69 mmol) in tert-butyl acetate (50 mL, 9.69 mmol) at room temperature was added CH2Cl2 (30 mL) followed by perchloric acid (1.250 mL, 14.54 mmol). The reaction mixture was stirred for 5 h at room temperature. The reaction mixture was quenched with water and diluted with ethyl acetate. The organic phase was washed with saturated NaHCO3 and dried over sodium sulfate. The sol... The reactants are [BH4-], CCO, Cl, [Na+], CCOC(=O)C1=C(C=O)NC(C(F)(F)F)=C(C(=O)OCC)C1c1cccc2nonc12. Product: CCOC(=O)C1=C(CO)NC(C(F)(F)F)=C(C(=O)OCC)C1c1cccc2nonc12. As a reaction SMILES: [BH4-:32].[CH3:35][CH2:36][OH:37].[ClH:34].[Na+:33].[n:1]1[c:2]2[c:3]([n:4][o:5]1)[c:6]([CH:10]1[C:11]([C:27](=[O:28])[O:29][CH2:30][CH3:31])=[C:12]([CH:25]=[O:26])[NH:13][C:14]([C:21]([F:22])([F:23])[F:24])=[C:15]1[C:16](=[O:17])[O:18][CH2:19][CH3:20])[cH:7][cH:8][cH:9]2>>[n:1]1[c:2]2[c:3]([n:4][o:5]1)[c:6]([CH:10]1[C:11]([C:27](=[O:28])[O:29][CH2:30][CH3:31])=[C:12]([CH2:25][OH:26])[NH:13][C:14]([C:21]([F:22])([F:23])[F:24])=[C:15]1[C:16](=[O:17])[O:18][CH2:19][CH3:20])[cH:7][cH:8][cH:9]2. Product: COC1=CC=C(C(=O)N2C(CCC2)=O)C=C1 (1-(p-methoxybenzoyl)-2-pyrrolidinone). RXN SMILES: C[O:2][C:3]1[NH:4][CH2:5][CH2:6][CH:7]=1.[CH3:8][O:9][C:10]1[CH:18]=[CH:17][C:13]([C:14](Cl)=[O:15])=[CH:12][CH:11]=1>C1C=CC=CC=1>[CH3:8][O:9][C:10]1[CH:18]=[CH:17][C:13]([C:14]([N:4]2[CH2:5][CH2:6][CH2:7][C:3]2=[O:2])=[O:15])=[CH:12][CH:11]=1. The reactants are COC=1NCCC1 (2-methoxypyrroline), COC1=CC=C(C(=O)Cl)C=C1 (p-methoxybenzoyl chloride). Solvent: C1=CC=CC=C1 (benzene), C1=CC=CC=C1 (benzene), C1=CC=CC=C1 (benzene). Run at time 60 minute. Reported procedure: 4.2 g. of 2-methoxypyrroline are dissolved in 25 ml. of benzene and treated at room temperature with 6.6 g. of p-methoxybenzoyl chloride dissolved in 30 ml. of benzene. The mixture is stirred at room temperature for 60 minutes and at reflux for 4 hours. 30 ml. of benzene are then added and the mixture is boiled at reflux for a further 24 hours. The volatile constituents are distilled off, the residue is taken up in ethanol, the mixture is concentrated, the residue is triturated with diethyl ethe... Reactants: enolate, CON(C(=O)C=1N=NN(C1C=1C=NC=CC1)CC1=CC(=CC(=C1)C(F)(F)F)C(F)(F)F)C (1-(3,5-bis-trifluoromethyl-benzyl)-5-pyridin-3-yl-1H-[1,2,3]triazole-4-carboxylic acid methoxy-N-methyl-amide), Cl (HCl), C(C)(C)[N-]C(C)C.[Li+] (lithium diisopropylamide), ClC1=C(C=CC=C1)C(C)=O (1-(2-chloro-phenyl)-ethanone). Solvent: C1CCOC1 (THF), C1CCOC1 (THF). Run at time 30 minute. Product: FC(C=1C=C(CN2N=NC(=C2C=2C=NC=CC2)C(CC(=O)C2=C(C=CC=C2)Cl)=O)C=C(C1)C(F)(F)F)(F)F (1-[1-(3,5-bis-trifluoromethyl-benzyl)-5-pyridin-3-yl-1H-[1,2,3]triazol-4-yl]-3-(2-chloro-phenyl)-propane-1,3-dione). Isolated yield 68.9%. RXN SMILES: C([N-]C(C)C)(C)C.[Li+].[Cl:9][C:10]1[CH:15]=[CH:14][CH:13]=[CH:12][C:11]=1[C:16](=[O:18])[CH3:17].CON(C)[C:22]([C:24]1[N:25]=[N:26][N:27]([CH2:35][C:36]2[CH:41]=[C:40]([C:42]([F:45])([F:44])[F:43])[CH:39]=[C:38]([C:46]([F:49])([F:48])[F:47])[CH:37]=2)[C:28]=1[C:29]1[CH:30]=[N:31][CH:32]=[CH:33][CH:34]=1)=[O:23].Cl>C1COCC1>[F:45][C:42]([F:43])([F:44])[C:40]1[CH:41]=[C:36]([CH:37]=[C:38]([C:46]([F:47])([F:49])[F:48])[CH:39]=1)[CH2:35][N:27]1[C:28]([C:29]2[CH:30]=[N:31][CH:32]=[CH:33][CH:34]=2)=[C:24]([C:22](=[O:23])[CH2:17][C:16]([C:11]2[CH:12]=[CH:13][CH:14]=[CH:15][C:10]=2[Cl:9])=[O:18])[N:25]=[N:26]1 |f:0.1|. Procedure details: Add lithium diisopropylamide (6 mL, 1.0 M in THF) to a solution of 1-(2-chloro-phenyl)-ethanone (0.929 g, 6.01 mmol) in THF (10 mL) at −78° C. and stir for 30 min. To the above enolate solution at −78° C., add a solution of 1-(3,5-bis-trifluoromethyl-benzyl)-5-pyridin-3-yl-1H-[1,2,3]triazole-4-carboxylic acid methoxy-N-methyl-amide (1.29 g, 2.81 mmol) in THF (15 mL) via cannula. Warm solution to 70° C. and stir for 4 hours, than add 1N HCl (6 mL) and stir for an additional 30 min. Concentrate th...